This data is from the Open Reaction Database (ORD), a public repository of structured organic reaction records. The task is: describe an organic reaction: reactants, conditions, products, and yield Reactants: O.[OH-].[Li+] (lithium hydroxide monohydrate), C(=O)(OCC)C1C(NC=2CCCC(C2C1C1=CC(=CC=C1)C#N)=O)(O)C(F)(F)F (3-carboethoxy-2-trifluoromethyl-2-hydroxy-4-(3-cyanophenyl)-4,6,7,8-tetrahydro-5 (1H)-quinolone), Cl (hydrochloric acid). Solvent: C(C)O (ethanol), O (water), O (water). Reaction conditions: temperature 90 celsius. Yields the product C(=O)(O)C1C(NC=2CCCC(C2C1C1=CC(=CC=C1)C#N)=O)(O)C(F)(F)F (3-carboxy-2-trifluoromethyl-2-hydroxy-4-(3-cyanophenyl)-4,6,7,8-tetrahydro-5 (1H)-quinolone). The yield is 84.6%. RXN SMILES: [C:1]([CH:6]1[CH:15]([C:16]2[CH:21]=[CH:20][CH:19]=[C:18]([C:22]#[N:23])[CH:17]=2)[C:14]2[C:13](=[O:24])[CH2:12][CH2:11][CH2:10][C:9]=2[NH:8][C:7]1([C:26]([F:29])([F:28])[F:27])[OH:25])([O:3]CC)=[O:2].O.[OH-].[Li+].Cl>C(O)C.O>[C:1]([CH:6]1[CH:15]([C:16]2[CH:21]=[CH:20][CH:19]=[C:18]([C:22]#[N:23])[CH:17]=2)[C:14]2[C:13](=[O:24])[CH2:12][CH2:11][CH2:10][C:9]=2[NH:8][C:7]1([C:26]([F:28])([F:29])[F:27])[OH:25])([OH:3])=[O:2] |f:1.2.3|. Procedure details: A suspension of 3-carboethoxy-2-trifluoromethyl-2-hydroxy-4-(3-cyanophenyl)-4,6,7,8-tetrahydro-5 (1H)-quinolone (3.39 g) in ethanol (20 ml) and water (20 ml) was treated with lithium hydroxide monohydrate (0.75 g). The mixture was heated at 90° C. for 1.5 hours, diluted with water, acidified with 1N hydrochloric acid, and extracted with ethyl acetate. The combined organic extracts were washed (water and brine), dried, filtered, and evaporated to yield a foam which was purified by chromatography ... The reactants are CCO, Cc1ccccc1, O=C(Cl)Cl, COc1ccc(NCc2ccccc2N)cc1F. Yields the product COc1ccc(N2Cc3ccccc3NC2=O)cc1F. Reaction SMILES: [CH3:23][CH2:24][OH:25].[CH3:26][c:27]1[cH:28][cH:29][cH:30][cH:31][cH:32]1.[Cl:19][C:20]([Cl:21])=[O:22].[NH2:1][c:2]1[c:3]([CH2:4][NH:5][c:6]2[cH:7][c:8]([F:14])[c:9]([O:12][CH3:13])[cH:10][cH:11]2)[cH:15][cH:16][cH:17][cH:18]1>>[NH:1]1[c:2]2[c:3]([cH:15][cH:16][cH:17][cH:18]2)[CH2:4][N:5]([c:6]2[cH:7][c:8]([F:14])[c:9]([O:12][CH3:13])[cH:10][cH:11]2)[C:20]1=[O:22]. The reactants are C(=O)(O)C=1OC2=C(C1)C=C(C=C2)[N+](=O)[O-] (2-carboxy-5-nitrobenzofuran), OS(=O)(=O)O (H2SO4), CO (MeOH). Reaction conditions: temperature 60 celsius. Product: COC(=O)C=1OC2=C(C1)C=C(C=C2)[N+](=O)[O-] (2-methoxycarbonyl-5-nitrobenzofuran). RXN SMILES: [C:1]([C:4]1[O:5][C:6]2[CH:12]=[CH:11][C:10]([N+:13]([O-:15])=[O:14])=[CH:9][C:7]=2[CH:8]=1)([OH:3])=[O:2].OS(O)(=O)=O.[CH3:21]O>>[CH3:21][O:2][C:1]([C:4]1[O:5][C:6]2[CH:12]=[CH:11][C:10]([N+:13]([O-:15])=[O:14])=[CH:9][C:7]=2[CH:8]=1)=[O:3]. Reported procedure: A mixture of 2-carboxy-5-nitrobenzofuran (2.0 g), MeOH (10 mL) and Concentrated H2SO4 (2.1 mL) was heated in a sealed tube at 60° C. for 3 h. Upon cooling to the room temperature it was quenched with ice-water and carefully basified with addition of NaHCO3. The solid obtained was filtered, washed with water, dried and analyzed to give 2-methoxycarbonyl-5-nitrobenzofuran. 1H NMR (CDCl3): δ 8.66 (d, 1H, J=2.4 Hz), 8.36 (dd, 1H, J=2.4 and 9.6 Hz), 7.7 (d, 1H, J=9.3 Hz), 7.65 (s, 1H), 4.01 (s, 3H); ... Starting materials: C([O-])([O-])=O.[K+].[K+] (potassium carbonate), Cl (HCl), dioxanes, CN(CC(=O)N(C=1C=CC(=C(C1)NC(OC(C)(C)C)=O)OC)C)C (1,1-dimethylethyl [5-[(N,N-dimethylglycyl)(methyl)amino]-2-(methyloxy)phenyl]carbamate), Cl (HCl), dioxanes, C(C)(=O)OCC (ethyl acetate). The solvent is O (water), O1CCOCC1 (1,4-dioxane). Conditions: time 3 hour. The product is NC=1C=C(C=CC1OC)N(C(CN(C)C)=O)C (N1-[3-amino-4-(methyloxy)phenyl]-N1,N2,N2-trimethylglycinamide). The yield is 84.1%. Reaction SMILES: [CH3:1][N:2]([CH3:24])[CH2:3][C:4]([N:6]([CH3:23])[C:7]1[CH:8]=[CH:9][C:10]([O:21][CH3:22])=[C:11]([NH:13]C(=O)OC(C)(C)C)[CH:12]=1)=[O:5].Cl.C(OCC)(=O)C.C(=O)([O-])[O-].[K+].[K+]>O1CCOCC1.O>[NH2:13][C:11]1[CH:12]=[C:7]([N:6]([CH3:23])[C:4](=[O:5])[CH2:3][N:2]([CH3:24])[CH3:1])[CH:8]=[CH:9][C:10]=1[O:21][CH3:22] |f:3.4.5|. Procedure: A solution of 1,1-dimethylethyl [5-[(N,N-dimethylglycyl)(methyl)amino]-2-(methyloxy)phenyl]carbamate (2.01 g, 5.96 mmol) in 1,4-dioxane (40 ml) was treated with 4.0M HCl in dioxanes (7.45 ml, 29.8 mmol) and stirred for 3 hours. Additional 4.0M HCl in dioxanes (7.45 ml, 29.8 mmol) was added and the reaction was stirred for 16 hours. The solution was poured into ethyl acetate, diluted with water, and neutralized by careful addition of solid potassium carbonate. The aqueous layer was washed with ch... Reactants: CN(C)CCCl, Cc1ccccc1, [H-], [Na+], O=Cc1ccc(O)cc1. Product: CN(C)CCOc1ccc(C=O)cc1. RXN SMILES: [CH3:12][N:13]([CH2:14][CH2:15][Cl:16])[CH3:17].[CH3:18][c:19]1[cH:20][cH:21][cH:22][cH:23][cH:24]1.[H-:11].[Na+:10].[OH:1][c:2]1[cH:3][cH:4][c:5]([CH:6]=[O:7])[cH:8][cH:9]1>>[O:1]([c:2]1[cH:3][cH:4][c:5]([CH:6]=[O:7])[cH:8][cH:9]1)[CH2:15][CH2:14][N:13]([CH3:12])[CH3:17]. The reactants are C(C)(=O)OCC (ethyl acetate), NC=1SC=2CCNCCC2N1 (2-amino-4,5,7,8-tetrahydro-6H-thiazolo[5,4-d]azepine), C([O-])([O-])=O.[K+].[K+] (potassium carbonate), ClCC=1CCC2=CC=CC=C2C1 (3-chloromethyl-1,2-dihydronaphthalene). Run in CN(C=O)C (dimethylformamide). The product is NC=1SC=2CCN(CCC2N1)CC=1CCC2=CC=CC=C2C1 (2-Amino-6-(1,2-dihydronaphthalen-3-yl-methyl)-4,5,7,8-tetrahydro-6H-thiazolo[5,4-d]azepine). Isolated yield 29.0%. RXN SMILES: [NH2:1][C:2]1[S:3][C:4]2[CH2:5][CH2:6][NH:7][CH2:8][CH2:9][C:10]=2[N:11]=1.C(=O)([O-])[O-].[K+].[K+].Cl[CH2:19][C:20]1[CH2:21][CH2:22][C:23]2[C:28]([CH:29]=1)=[CH:27][CH:26]=[CH:25][CH:24]=2.C(OCC)(=O)C>CN(C)C=O>[NH2:1][C:2]1[S:3][C:4]2[CH2:5][CH2:6][N:7]([CH2:19][C:20]3[CH2:21][CH2:22][C:23]4[C:28]([CH:29]=3)=[CH:27][CH:26]=[CH:25][CH:24]=4)[CH2:8][CH2:9][C:10]=2[N:11]=1 |f:1.2.3|. Procedure details: Prepared from 2-amino-4,5,7,8-tetrahydro-6H-thiazolo[5,4-d]azepine, potassium carbonate and 3-chloromethyl-1,2-dihydronaphthalene (prepared from 1,2-dihydronaphthalene, paraformaldehyde and concentrated hydrochloric acid) in anhydrous dimethylformamide for 2 hours at 50° C. Yield: 29% of theory, Melting point: 158°-160° C. (ethyl acetate).